From a dataset of the Open Reaction Database (ORD), a public repository of structured organic reaction records. describe an organic reaction: reactants, conditions, products, and yield Conditions: temperature 60 celsius, time 16 hour. Reported procedure: Methyl isocyanide (0.84 ml) was added to 2-methylbenzoyl chloride (1.55 g). The mixture was stirred at 60° C. for 16 hours. Then, 5N hydrochloric acid (1.5 ml) and acetone (2 ml) were added, and the mixture was stirred at room temperature for 1.5 hours for hydrolysis. Then, water was added. The mixture was extracted with methylene chloride, washed with water and dried. The solvent was evaporated under reduced pressure to obtain the title compound as an oil (1.68 g). Reaction SMILES: [CH3:1][N+:2]#[C-:3].[CH3:4][C:5]1[CH:13]=[CH:12][CH:11]=[CH:10][C:6]=1[C:7](Cl)=[O:8].Cl.CC(C)=[O:17]>O>[CH3:3][NH:2][C:1](=[O:17])[C:7]([C:6]1[CH:10]=[CH:11][CH:12]=[CH:13][C:5]=1[CH3:4])=[O:8]. Solvent: O (water). Product: CNC(C(=O)C1=C(C=CC=C1)C)=O (N-methyl-2-(2-tolyl)-2-oxoacetamide). Starting materials: C[N+]#[C-] (Methyl isocyanide), CC1=C(C(=O)Cl)C=CC=C1 (2-methylbenzoyl chloride), Cl (hydrochloric acid), CC(=O)C (acetone). The reactants are O=C(O)C(=O)N1CCC(Cc2ccccc2)CC1, CCOCC, Nc1ccc2c(c1)NC(=O)CO2. Product: O=C1COc2ccc(NC(=O)C(=O)N3CCC(Cc4ccccc4)CC3)cc2N1. As a reaction SMILES: [CH2:13]([c:14]1[cH:15][cH:16][cH:17][cH:18][cH:19]1)[CH:20]1[CH2:21][CH2:22][N:23]([C:26]([C:27](=[O:28])[OH:29])=[O:30])[CH2:24][CH2:25]1.[CH2:31]([O:32][CH2:33][CH3:34])[CH3:35].[NH2:1][c:2]1[cH:3][cH:4][c:5]2[c:6]([cH:12]1)[NH:7][C:8](=[O:11])[CH2:9][O:10]2>>[NH:1]([c:2]1[cH:3][cH:4][c:5]2[c:6]([cH:12]1)[NH:7][C:8](=[O:11])[CH2:9][O:10]2)[C:27]([C:26]([N:23]1[CH2:22][CH2:21][CH:20]([CH2:13][c:14]2[cH:15][cH:16][cH:17][cH:18][cH:19]2)[CH2:25][CH2:24]1)=[O:30])=[O:28]. Reactants: C(C)(=O)OCC (ethyl acetate), C(=O)(O)[O-].[Na+] (NaHCO3), COC(CCO)C (3-methoxybutane-1-ol), TEA, FC1=C(C(=C(C(=C1S(=O)(=O)Cl)F)F)F)F (pentafluorobenzenesulfonyl chloride). Run in hexanes, C(Cl)Cl (CH2Cl2). Run at time 4 hour. The product is FC1=C(C(=C(C(=C1F)F)F)F)S(=O)(=O)OCCC(C)OC (3-Methoxybutyl 2,3,4,5,6-pentafluorobenzenesulfonate). The yield is 38.9%. As a reaction SMILES: [CH3:1][O:2][CH:3]([CH3:7])[CH2:4][CH2:5][OH:6].[F:8][C:9]1[C:14]([S:15](Cl)(=[O:17])=[O:16])=[C:13]([F:19])[C:12]([F:20])=[C:11]([F:21])[C:10]=1[F:22].C([O-])(O)=O.[Na+].C(OCC)(=O)C>C(Cl)Cl>[F:8][C:9]1[C:10]([F:22])=[C:11]([F:21])[C:12]([F:20])=[C:13]([F:19])[C:14]=1[S:15]([O:6][CH2:5][CH2:4][CH:3]([O:2][CH3:1])[CH3:7])(=[O:17])=[O:16] |f:2.3|. Procedure details: To a solution of 3-methoxybutane-1-ol (0.78 g, 7.5 mmol) and TEA (0.388 g, 3.8 mmol), in CH2Cl2 (15 mL) was added pentafluorobenzenesulfonyl chloride (0.79 g, 3.0 mmol). The solution was stirred at rt for 4 h. Saturated aqueous NaHCO3 (10 mL) was added to the solution and the mixture was stirred at rt for 30 min. The organics were extracted with CH2Cl2 (30 mL) and washed with 0.5 M HCl (2×20 mL) and saturated aqueous NaCl (1×20 mL). The organics were dried over Na2SO4 and concentrated to give a ... Reactants: Cn1cnc2c(Nc3ccc(Cl)cc3)nc(Cl)nc21, NN, C1CCOC1, O, O. The product is Cn1cnc2c(Nc3ccc(Cl)cc3)nc(NN)nc21. Reaction SMILES: [Cl:1][c:2]1[n:3][c:4]([NH:12][c:13]2[cH:14][cH:15][c:16]([Cl:19])[cH:17][cH:18]2)[c:5]2[n:6][cH:7][n:8]([CH3:11])[c:9]2[n:10]1.[NH2:21][NH2:22].[O:24]1[CH2:25][CH2:26][CH2:27][CH2:28]1.[OH2:20].[OH2:23]>>[c:2]1([NH:21][NH2:22])[n:3][c:4]([NH:12][c:13]2[cH:14][cH:15][c:16]([Cl:19])[cH:17][cH:18]2)[c:5]2[n:6][cH:7][n:8]([CH3:11])[c:9]2[n:10]1. Starting materials: CO, O=C(Cl)OCc1ccccc1, Cl, [Li+], Nc1ccc2[nH]ncc2c1, C1CCOC1, [OH-], O, c1ccncc1. Yields the product O=C(Nc1ccc2[nH]ncc2c1)OCc1ccccc1. As a reaction SMILES: [CH3:31][OH:32].[Cl:1][C:2](=[O:3])[O:4][CH2:5][c:6]1[cH:7][cH:8][cH:9][cH:10][cH:11]1.[ClH:33].[Li+:30].[NH2:12][c:13]1[cH:14][c:15]2[cH:16][n:17][nH:18][c:19]2[cH:20][cH:21]1.[O:34]1[CH2:35][CH2:36][CH2:37][CH2:38]1.[OH-:29].[OH2:28].[cH:22]1[cH:23][cH:24][n:25][cH:26][cH:27]1>>[C:2](=[O:3])([O:4][CH2:5][c:6]1[cH:7][cH:8][cH:9][cH:10][cH:11]1)[NH:12][c:13]1[cH:14][c:15]2[cH:16][n:17][nH:18][c:19]2[cH:20][cH:21]1. As a reaction SMILES: C([Li])CCC.[I:6]I.S([O-])([O-])(=O)=S.[Na+].[Na+].[F:15][C:16]1[CH:21]=[CH:20][CH:19]=[C:18]([F:22])[C:17]=1[F:23]>C1COCC1>[I:6][C:19]1[CH:20]=[CH:21][C:16]([F:15])=[C:17]([F:23])[C:18]=1[F:22] |f:2.3.4|. Procedure: In a nitrogen atmosphere, 1,2,3-trifluorobenzene was dissolved into THF, and cooled to −60° C. Then, butyllithium (1.56 M hexane solution) was added dropwise for 30 minutes, and stirred for 2 hours. Then, the THF solution containing iodine was added dropwise for 1 hour, and warmed to room temperature. After the reaction solution was poured into a sodium thiosulfate aqueous solution and stirred for a while, an organic layer was separated, and an aqueous layer was extracted with toluene. After the... Solvent: C1CCOC1 (THF), C1CCOC1 (THF). Conditions: temperature -60 celsius, time 2 hour. Yields the product IC1=C(C(=C(C=C1)F)F)F (4-iodo-1,2,3-trifluorobenzene). The reactants are C(CCC)[Li] (butyllithium), FC1=C(C(=CC=C1)F)F (1,2,3-trifluorobenzene), S(=S)(=O)([O-])[O-].[Na+].[Na+] (sodium thiosulfate), II (iodine).